This data is from the Open Reaction Database (ORD), a public repository of structured organic reaction records. The task is: describe an organic reaction: reactants, conditions, products, and yield Starting materials: stainless steel, CC1=C(C(=CC(=C1)C)C)O (2,4,6-trimethylphenol), O=O (O2). The reagents and catalysts are [Pt] (platinum on carbon). The solvent is C(C)(=O)O (acetic acid). Reaction conditions: temperature 75 celsius, time 4.5 hour. Yields the product CC=1C=C(C=O)C=C(C1O)C (3,5-dimethyl-4-hydroxybenzaldehyde). The yield is 75.0%. RXN SMILES: [CH3:1][C:2]1[CH:7]=[C:6]([CH3:8])[CH:5]=[C:4]([CH3:9])[C:3]=1[OH:10].[O:11]=O>[Pt].C(O)(=O)C>[CH3:1][C:2]1[CH:7]=[C:6]([CH:5]=[C:4]([CH3:9])[C:3]=1[OH:10])[CH:8]=[O:11]. Procedure: Into a 300-ml stainless steel Parr bomb is placed 25 g of 2,4,6-trimethylphenol, 2.0 g of 5 percent platinum on carbon and 75 ml of acetic acid. The bomb is pressurized to 250 psig with O2 and heated to 75° C. The bomb is held at this temperature for 4.5 hours. The material is filtered through celite and the acetic acid is removed by rotary evaporation. A 75 percent yield of 3,5-dimethyl-4-hydroxybenzaldehyde is obtained. This material is further purified using a toluene slurry wash (m.p. 111° C... Reactants: COC(=O)C=1C=C(NC1)C#N (2-cyanopyrrole-4-carboxylic acid methyl ester), C(=O)O (formic acid), ice water. Reagents/catalysts: [Ni] (Raney nickel). Yields the product COC(=O)C=1C=C(NC1)C=O (2-formylpyrrole-4-carboxylic acid methyl ester). Isolated yield 36.0%. Reaction SMILES: [CH3:1][O:2][C:3]([C:5]1[CH:6]=[C:7]([C:10]#N)[NH:8][CH:9]=1)=[O:4].C(O)=[O:13]>[Ni]>[CH3:1][O:2][C:3]([C:5]1[CH:6]=[C:7]([CH:10]=[O:13])[NH:8][CH:9]=1)=[O:4]. Procedure details: 3.6 g (27 millimoles) of 2-cyanopyrrole-4-carboxylic acid methyl ester, 17 g of Raney nickel, and 450 ml of 75% formic acid are introduced, in a flask, into an oil bath preheated to 120° C. and made to react for one hour. Subsequently, the mixture is poured into 1 liter of ice water and repeatedly extracted with ether. After drying and concentration of the ether phase, 1.4 g (36% of theory) of 2-formylpyrrole-4-carboxylic acid methyl ester is obtained, mp 126° C.